Dataset: the Open Reaction Database (ORD), a public repository of structured organic reaction records. Task: describe an organic reaction: reactants, conditions, products, and yield Starting materials: OC1=C(C=O)C=C(C=C1C=O)C (2-hydroxy-5-methylisophtalaldehyde), C([O-])([O-])=O.[K+].[K+] (potassium carbonate), BrC(C(=O)OCC)C(=O)OCC (diethyl bromomalonate). As a reaction SMILES: [OH:1][C:2]1[C:9]([CH:10]=O)=[CH:8][C:7]([CH3:12])=[CH:6][C:3]=1[CH:4]=[O:5].C(=O)([O-])[O-].[K+].[K+].Br[CH:20](C(OCC)=O)[C:21]([O:23][CH2:24][CH3:25])=[O:22]>CN(C=O)C>[CH2:24]([O:23][C:21]([C:20]1[O:1][C:2]2[C:3]([CH:4]=[O:5])=[CH:6][C:7]([CH3:12])=[CH:8][C:9]=2[CH:10]=1)=[O:22])[CH3:25] |f:1.2.3|. The solvent is CN(C)C=O (DMF). Product: C(C)OC(=O)C=1OC2=C(C1)C=C(C=C2C=O)C (7-formyl-5-methyl-benzofuran-2-carboxylic acid ethyl ester). The yield is 94.7%. Procedure details: A solution of 2-hydroxy-5-methylisophtalaldehyde (1 g) in DMF (10 ml) was treated under an Argon atmorphere with potassium carbonate (1.01 g) and diethyl bromomalonate (1.60 g). The reaction mixture was heated to 100° C. for 20 hrs, then cooled to r.t., quenched with water and extracted with EtOAc. The organics were dried over MgSO4, filtrated and concentrated to obtain 7-formyl-5-methyl-benzofuran-2-carboxylic acid ethyl ester (1.34 g) as off-white solid. MS (ISP): 233.1 ((M+H)+.). The crude pr... Run at temperature 100 celsius. The product is Cc1c(C(=O)C2CCCCC2)sc2cnccc12. Starting materials: [Br-], Cc1c(C=O)sc2cnccc12, C[N+]1([O-])CCOCC1, CCC[N+](CCC)(CCC)CCC, CC#N, [Mg+]C1CCCCC1, [Cl-], [NH4+], O=[Ru](=O)(=O)[O-], C1CCOC1. As a reaction SMILES: [Br-:13].[CH3:1][c:2]1[c:3]([CH:11]=[O:12])[s:4][c:5]2[cH:6][n:7][cH:8][cH:9][c:10]12.[CH3:23][N+:24]1([O-:25])[CH2:26][CH2:27][O:28][CH2:29][CH2:30]1.[CH3:41][CH2:42][CH2:43][N+:44]([CH2:45][CH2:46][CH3:47])([CH2:48][CH2:49][CH3:50])[CH2:51][CH2:52][CH3:53].[CH3:54][C:55]#[N:56].[CH:14]1([Mg+:20])[CH2:15][CH2:16][CH2:17][CH2:18][CH2:19]1.[Cl-:21].[NH4+:22].[O-:36][Ru:37](=[O:38])(=[O:39])=[O:40].[O:31]1[CH2:32][CH2:33][CH2:34][CH2:35]1>>[CH3:1][c:2]1[c:3]([C:11](=[O:12])[CH:14]2[CH2:15][CH2:16][CH2:17][CH2:18][CH2:19]2)[s:4][c:5]2[cH:6][n:7][cH:8][cH:9][c:10]12.